This data is from the Open Reaction Database (ORD), a public repository of structured organic reaction records. The task is: describe an organic reaction: reactants, conditions, products, and yield Starting materials: C1CCC2=NCCCN2CC1, COCCO, COCCOC, N#Cc1c(Cl)nc(N)nc1-c1ccccc1. The product is COCCOc1nc(N)nc(-c2ccccc2)c1C#N. Reaction SMILES: [CH2:22]1[CH2:23][CH2:24][C:25]2=[N:30][CH2:29][CH2:28][CH2:27][N:26]2[CH2:31][CH2:32]1.[CH3:17][O:18][CH2:19][CH2:20][OH:21].[CH3:33][O:34][CH2:35][CH2:36][O:37][CH3:38].[NH2:1][c:2]1[n:3][c:4](-[c:11]2[cH:12][cH:13][cH:14][cH:15][cH:16]2)[c:5]([C:9]#[N:10])[c:6]([Cl:8])[n:7]1>>[NH2:1][c:2]1[n:3][c:4](-[c:11]2[cH:12][cH:13][cH:14][cH:15][cH:16]2)[c:5]([C:9]#[N:10])[c:6]([O:21][CH2:20][CH2:19][O:18][CH3:17])[n:7]1. Starting materials: S1C=CC=C1 (Thiophene), C1(CCCC(=O)O1)=O (glutaric anhydride). Run at temperature 60 celsius. The product is C1(=CC=CS1)C(=O)CCCC(=O)O (4-(2-thenoyl)butyric acid). RXN SMILES: [S:1]1[CH:5]=[CH:4][CH:3]=[CH:2]1.[C:6]1(=[O:13])[O:12][C:10](=[O:11])[CH2:9][CH2:8][CH2:7]1>>[C:5]1([C:6]([CH2:7][CH2:8][CH2:9][C:10]([OH:12])=[O:11])=[O:13])[S:1][CH:2]=[CH:3][CH:4]=1. Procedure details: Thiophene (19.5 ml) and glutaric anhydride (27.5 g) were mixed and heated to 60° C. under a nitrogen atmosphere until all solid dissolved. The heat was removed and 2.4 grams of 85% orthophosphoric acid was added. The reaction mixture was then heated to 100° C. for four hours, cooled, and 46 ml of water added. The mixture was extracted with ether then the ether phase was extracted with aqueous sodium hydroxide solution (2.5N). The aqueous phase was cooled and made acidic by addition of 6N hydroch...